From a dataset of the Open Reaction Database (ORD), a public repository of structured organic reaction records. describe an organic reaction: reactants, conditions, products, and yield Starting materials: azodicarboxylic dipiperidide, C(CCC)P(CCCC)CCCC (tributylphosphine), OC1=CC=C(C=C1)CC(=O)OC (methyl 4-hydroxyphenylacetate), BrC1=CC=C(C=C1)C1=CC=C(C=C1)C/C=C/CO ((E)-4-(4′-Bromo-biphenyl-4-yl)-but-2-en-1-ol). Run in C1CCOC1 (THF). Run at time 16 hour. Product: COC(CC1=CC=C(C=C1)OC\C=C(/C)\C1=CC=C(C=C1)C1=CC=C(C=C1)Br)=O ((E)-{4-[3-(4′-Bromo-biphenyl-4-yl)-but-2-enyloxy]-phenyl}-acetic acid methyl ester). Yield: 83.6%. RXN SMILES: [CH2:1](P(CCCC)CCCC)CCC.[OH:14][C:15]1[CH:20]=[CH:19][C:18]([CH2:21][C:22]([O:24][CH3:25])=[O:23])=[CH:17][CH:16]=1.[Br:26][C:27]1[CH:32]=[CH:31][C:30]([C:33]2[CH:38]=[CH:37][C:36]([CH2:39]/[CH:40]=[CH:41]/CO)=[CH:35][CH:34]=2)=[CH:29][CH:28]=1>C1COCC1>[CH3:25][O:24][C:22](=[O:23])[CH2:21][C:18]1[CH:17]=[CH:16][C:15]([O:14][CH2:41]/[CH:40]=[C:39](/[C:36]2[CH:35]=[CH:34][C:33]([C:30]3[CH:29]=[CH:28][C:27]([Br:26])=[CH:32][CH:31]=3)=[CH:38][CH:37]=2)\[CH3:1])=[CH:20][CH:19]=1. Reported procedure: Under an atmosphere of nitrogen, azodicarboxylic dipiperidide (353 mg, 1.4 mmol) was added at 0-5° C. to a stirred solution of tributylphosphine (0.4 mL, 1.4 mmol), methyl 4-hydroxyphenylacetate (110 mg, 0.7 mmol) and (E)-4-(4′-Bromo-biphenyl-4-yl)-but-2-en-1-ol (example 22 step A-B)(200 mg, 0.7 mmol) in dry THF (10 mL), the mixture stirred for 16 h, filtered and concentrated in vacuo. The crude product was then purified by column chromatography on silica (eluent: 20% ethyl acetate in heptane) t... The reactants are ClC=1C=C(C=CC1Cl)CC#N (3,4-dichlorophenylacetonitrile), COC(C=C)=O (methylacrylate), C(CCC)O (butanol), 2-L, solution, CCOC(=O)C.CCCCCCC (EtOAc Heptane). Reagents/catalysts: [OH-].C(CCC)[N+](CCCC)(CCCC)CCCC (tetrabutylammonium hydroxide). The solvent is CO (methanol). Run at temperature 70 celsius, time 2 hour. The product is C(#N)C(CCC(=O)OC)(CCC(=O)OC)C1=CC(=C(C=C1)Cl)Cl (dimethyl 4-cyano-4-(3,4-dichlorophenyl)-heptanedioate). As a reaction SMILES: [Cl:1][C:2]1[CH:3]=[C:4]([CH2:9][C:10]#[N:11])[CH:5]=[CH:6][C:7]=1[Cl:8].[CH3:12][O:13][C:14](=[O:17])[CH:15]=[CH2:16].[CH2:18](O)CCC.C[CH2:24][O:25][C:26]([CH3:28])=[O:27].CCCCCCC>CO.[OH-].C([N+](CCCC)(CCCC)CCCC)CCC>[C:10]([C:9]([C:4]1[CH:5]=[CH:6][C:7]([Cl:8])=[C:2]([Cl:1])[CH:3]=1)([CH2:18][CH2:28][C:26]([O:25][CH3:24])=[O:27])[CH2:16][CH2:15][C:14]([O:13][CH3:12])=[O:17])#[N:11] |f:3.4,6.7|. Reported procedure: To a 2-L, three-neck flask equipped with a temperature probe, reflux condenser, addition funnel and overhead stirrer was charged with 3,4-dichlorophenylacetonitrile (100 g, 0.54 mol), methylacrylate (139.56 g, 1.62 mol) and tent-butanol (475 mL). To the mixture was added very slowly (highly exothermic) 1.0 M solution of tetrabutylammonium hydroxide (11 mL, 0.011 mol) in methanol. After the addition was complete, the temperature rose from 21.1° C. to 68.4° C. The resulting clear solution was stir...